From a dataset of the Open Reaction Database (ORD), a public repository of structured organic reaction records. describe an organic reaction: reactants, conditions, products, and yield The reactants are CN1C2=C(C(C3=C(C1)C=CC=C3)=O)C=C(C=C2)CC(=O)OC (Methyl 5,6-dihydro-5-methyl-11-oxodibenz[b,e]azepine-2-acetate), ClN1C(CCC1=O)=O (N-chlorosuccinimide). Solvent: C(Cl)(Cl)Cl (chloroform). Product: ClC1=CC(=CC2=C1N(CC1=C(C2=O)C=CC=C1)C)CC(=O)O (5,6-dihydro-4-chloro-5-methyl-11-oxodibenz[b,e]azepine-2-acetic acid). The yield is 56.1%. Reaction SMILES: [CH3:1][N:2]1[CH2:8][C:7]2[CH:9]=[CH:10][CH:11]=[CH:12][C:6]=2[C:5](=[O:13])[C:4]2[CH:14]=[C:15]([CH2:18][C:19]([O:21]C)=[O:20])[CH:16]=[CH:17][C:3]1=2.[Cl:23]N1C(=O)CCC1=O>C(Cl)(Cl)Cl>[Cl:23][C:17]1[C:3]2[N:2]([CH3:1])[CH2:8][C:7]3[CH:9]=[CH:10][CH:11]=[CH:12][C:6]=3[C:5](=[O:13])[C:4]=2[CH:14]=[C:15]([CH2:18][C:19]([OH:21])=[O:20])[CH:16]=1. Procedure: Methyl 5,6-dihydro-5-methyl-11-oxodibenz[b,e]azepine-2-acetate (2.0 g) was dissolved in chloroform (50 ml), and the solution was refluxed for 2 hours with the addition of N-chlorosuccinimide (1.4 g). The reaction mixture was treated in the same manner as described in Example 8 to obtain 5,6-dihydro-4-chloro-5-methyl-11-oxodibenz[b,e]azepine-2-acetic acid (1.2 g) having a melting point of 168.0°-170° C. (prismatic crystals). Reactants: [Cl-].CO[NH3+] (methoxyammonium chloride), CON(C(=O)C=1N=C(SC1)C1CCN(CC1)C(=O)OC(C)(C)C)C (tert-butyl 4-{4-[methoxy(methyl)carbamoyl]-1,3-thiazol-2-yl}piperidine-1-carboxylate), C(C)O (ethanol), O (water). Conditions: temperature 50 celsius, time 24 hour. Yields the product C1(CCCCC1)CC(=NOC)C=1N=C(SC1)C1CCN(CC1)C(=O)OC(C)(C)C (tert-Butyl 4-[4-(2-cyclohexyl-N-methoxyethanimidoyl)-1,3-thiazol-2-yl]piperidine-1-carboxylate). RXN SMILES: [Cl-].CO[NH3+].[CH3:5][O:6][N:7](C)[C:8]([C:10]1[N:11]=[C:12]([CH:15]2[CH2:20][CH2:19][N:18]([C:21]([O:23][C:24]([CH3:27])([CH3:26])[CH3:25])=[O:22])[CH2:17][CH2:16]2)[S:13][CH:14]=1)=O.O.[CH2:30](O)[CH3:31]>>[CH:30]1([CH2:31][C:8]([C:10]2[N:11]=[C:12]([CH:15]3[CH2:20][CH2:19][N:18]([C:21]([O:23][C:24]([CH3:27])([CH3:26])[CH3:25])=[O:22])[CH2:17][CH2:16]3)[S:13][CH:14]=2)=[N:7][O:6][CH3:5])[CH2:19][CH2:20][CH2:15][CH2:16][CH2:17]1 |f:0.1|. Reported procedure: At room temperature, methoxyammonium chloride (171 mg) was added to a solution of tert-butyl 4-{4-[methoxy(methyl)carbamoyl]-1,3-thiazol-2-yl}piperidine-1-carboxylate (403 mg) in ethanol (2 ml). The reaction mixture was stirred at 50° C. for 24 hours, and water was then added. The aqueous phase was separated off and extracted with ethyl acetate. The combined organic phases were dried over sodium sulphate and concentrated under reduced pressure. The residue was purified chromatographically. This ... Reactants: CCOC(=O)c1sc(SC)c(C(C)=O)c1C, CCO, CCOC(C)=O, Cl, [H-], [Na+], C1CCOC1. The product is CCOC(=O)c1sc(SC)c(C(=O)CC(C)=O)c1C. Reaction SMILES: [C:9]([CH3:10])(=[O:11])[c:12]1[c:13]([CH3:24])[c:14]([C:19](=[O:20])[O:21][CH2:22][CH3:23])[s:15][c:16]1[S:17][CH3:18].[CH3:31][CH2:32][OH:33].[CH3:3][CH2:4][O:5][C:6](=[O:7])[CH3:8].[ClH:25].[H-:1].[Na+:2].[O:26]1[CH2:27][CH2:28][CH2:29][CH2:30]1>>[CH3:3][C:4](=[O:5])[CH2:10][C:9](=[O:11])[c:12]1[c:13]([CH3:24])[c:14]([C:19](=[O:20])[O:21][CH2:22][CH3:23])[s:15][c:16]1[S:17][CH3:18].